This data is from the Open Reaction Database (ORD), a public repository of structured organic reaction records. The task is: describe an organic reaction: reactants, conditions, products, and yield The reactants are CS(C)=O, COC(=O)CCCCCNc1ncnc2oc(Br)c(-c3ccc(OC)cc3)c12, OB(O)c1ccccc1F, [Na+], [Na+], O=C([O-])[O-]. As a reaction SMILES: [CH3:45][S:46]([CH3:47])=[O:48].[CH3:7][O:8][C:9]([CH2:10][CH2:11][CH2:12][CH2:13][CH2:14][NH:15][c:16]1[c:17]2[c:18]([n:19][cH:20][n:21]1)[o:22][c:23]([Br:33])[c:24]2-[c:25]1[cH:26][cH:27][c:28]([O:31][CH3:32])[cH:29][cH:30]1)=[O:34].[F:35][c:36]1[c:37]([B:42]([OH:43])[OH:44])[cH:38][cH:39][cH:40][cH:41]1.[Na+:1].[Na+:2].[O-:3][C:4](=[O:5])[O-:6]>>[CH3:7][O:8][C:9]([CH2:10][CH2:11][CH2:12][CH2:13][CH2:14][NH:15][c:16]1[c:17]2[c:18]([n:19][cH:20][n:21]1)[o:22][c:23](-[c:37]1[c:36]([F:35])[cH:41][cH:40][cH:39][cH:38]1)[c:24]2-[c:25]1[cH:26][cH:27][c:28]([O:31][CH3:32])[cH:29][cH:30]1)=[O:34]. Yields the product COC(=O)CCCCCNc1ncnc2oc(-c3ccccc3F)c(-c3ccc(OC)cc3)c12.